This data is from the Open Reaction Database (ORD), a public repository of structured organic reaction records. The task is: describe an organic reaction: reactants, conditions, products, and yield Starting materials: O=C(NC(=S)Nc1cc(Br)nc(Br)c1)c1ccccc1, C1CCOC1, [Na+], [OH-]. The product is NC(=S)Nc1cc(Br)nc(Br)c1. RXN SMILES: [C:1](=[O:2])([c:3]1[cH:4][cH:5][cH:6][cH:7][cH:8]1)[NH:9][C:10](=[S:11])[NH:12][c:13]1[cH:14][c:15]([Br:20])[n:16][c:17]([Br:19])[cH:18]1.[CH2:23]1[O:24][CH2:25][CH2:26][CH2:27]1.[Na+:22].[OH-:21]>>[NH2:9][C:10](=[S:11])[NH:12][c:13]1[cH:14][c:15]([Br:20])[n:16][c:17]([Br:19])[cH:18]1. The reactants are COC1=CC=C(C[C@@]2(N(C([C@@H]2CC=NNC(=N)N)=O)C2=NC=CC=C2)C(=O)[O-])C=C1 ((2S,3R)-4-methoxybenzyl-3-(2-guanidinoiminoethyl)-4-oxo-1-(pyridin-2-yl)azetidine-2-carboxylate), C(=O)(C(F)(F)F)O.C(Cl)Cl (TFA DCM). The product is N(C(=N)N)N=CC[C@@H]1[C@H](N(C1=O)C1=NC=CC=C1)C(=O)O ((2S,3R)-3-(2-guanidinoiminoethyl)-4-oxo-1-(pyridin-2-yl)azetidine-2-carboxylic acid), solid. Reaction SMILES: COC1C=CC(C[C@@:8]2([C:26]([O-:28])=[O:27])[C@@H:11]([CH2:12][CH:13]=[N:14][NH:15][C:16]([NH2:18])=[NH:17])[C:10](=[O:19])[N:9]2[C:20]2[CH:25]=[CH:24][CH:23]=[CH:22][N:21]=2)=CC=1.C(O)(C(F)(F)F)=O.C(Cl)Cl>>[NH:15]([N:14]=[CH:13][CH2:12][C@H:11]1[C:10](=[O:19])[N:9]([C:20]2[CH:25]=[CH:24][CH:23]=[CH:22][N:21]=2)[C@@H:8]1[C:26]([OH:28])=[O:27])[C:16]([NH2:18])=[NH:17] |f:1.2|. Reported procedure: The crude ester 82 was treated with TFA/DCM (0.75 mL/1 mL). After one and half hours, LC-MS analysis indicated completion of the reaction. The solvent was removed and the residue was purified by preparative HPLC (Vydac reverse phase C-18 column, 22×250 mm ID). Mobil phase: A=0.1% TFA in water, B=0.1% TFA in acetonitrile. The flow rate was 12 mL/min. The gradient time was 5% B to 50% B over 45 min. The desired product, 83, was obtained as a white solid (5.5 mg). Anal. C19H24N6O4, Mol. Wt.: 290.28... Starting materials: OC1=C(C=CC=C1O)C(C)=O (1-(2,3-dihydroxy-phenyl)-ethanone), BrCCBr (1,2-dibromoethane), C([O-])([O-])=O.[K+].[K+] (potassium carbonate). Run in CN(C=O)C (N,N-dimethylformamide). Yields the product O1CCOC2=C1C=CC=C2C(C)=O ((2,3-dihydro-benzo[1,4]dioxin-5-yl)-ethanone). As a reaction SMILES: [OH:1][C:2]1[C:7]([OH:8])=[CH:6][CH:5]=[CH:4][C:3]=1[C:9](=[O:11])[CH3:10].Br[CH2:13][CH2:14]Br.C(=O)([O-])[O-].[K+].[K+]>CN(C)C=O>[O:8]1[C:7]2[CH:6]=[CH:5][CH:4]=[C:3]([C:9](=[O:11])[CH3:10])[C:2]=2[O:1][CH2:14][CH2:13]1 |f:2.3.4|. Procedure: Prepared by reacting 1-(2,3-dihydroxy-phenyl)-ethanone with 1,2-dibromoethane in the presence of potassium carbonate in N,N-dimethylformamide at 100° C. Starting materials: O=C(Cl)Oc1ccccc1, Cl, CS(=O)(=O)NC(=O)c1cccc(N)c1, [Na+], C1COCCO1, [OH-], O. Product: CS(=O)(=O)NC(=O)c1cccc(NC(=O)Oc2ccccc2)c1. RXN SMILES: [Cl:15][C:16](=[O:17])[O:18][c:19]1[cH:20][cH:21][cH:22][cH:23][cH:24]1.[ClH:26].[NH2:1][c:2]1[cH:3][c:4]([C:5](=[O:6])[NH:7][S:8](=[O:9])(=[O:10])[CH3:11])[cH:12][cH:13][cH:14]1.[Na+:34].[O:27]1[CH2:28][CH2:29][O:30][CH2:31][CH2:32]1.[OH-:33].[OH2:25]>>[NH:1]([c:2]1[cH:3][c:4]([C:5](=[O:6])[NH:7][S:8](=[O:9])(=[O:10])[CH3:11])[cH:12][cH:13][cH:14]1)[C:16](=[O:17])[O:18][c:19]1[cH:20][cH:21][cH:22][cH:23][cH:24]1. Starting materials: [Cl-].[NH4+] (ammonium chloride), CSC(C(=O)OC)C1=CC(=CC=C1)OC1=CC=CC=C1 (Methyl α-methylthio(m-phenoxyphenyl)acetate), CI (methyl iodide), [H-].[Na+] (sodium hydride). Solvent: CN(C=O)C (dimethylformamide). Reaction conditions: time 10 minute. The product is CSC(C(=O)OC)(C)C1=CC(=CC=C1)OC1=CC=CC=C1 (methyl α-methylthio-α-(m-phenoxyphenyl)propionate). Yield: 94.0%. RXN SMILES: [CH3:1][S:2][CH:3]([C:8]1[CH:13]=[CH:12][CH:11]=[C:10]([O:14][C:15]2[CH:20]=[CH:19][CH:18]=[CH:17][CH:16]=2)[CH:9]=1)[C:4]([O:6][CH3:7])=[O:5].[H-].[Na+].[CH3:23]I.[Cl-].[NH4+]>CN(C)C=O>[CH3:1][S:2][C:3]([C:8]1[CH:13]=[CH:12][CH:11]=[C:10]([O:14][C:15]2[CH:20]=[CH:19][CH:18]=[CH:17][CH:16]=2)[CH:9]=1)([CH3:23])[C:4]([O:6][CH3:7])=[O:5] |f:1.2,4.5|. Procedure: Methyl α-methylthio(m-phenoxyphenyl)acetate (1.963 g) was dissolved in anhydrous dimethylformamide, and under ice cooling, 280 mg (65% content) of sodium hydride was added. The mixture was stirred for 10 minutes. Then, 0.60 ml of methyl iodide was added, and the mixture was stirred under ice cooling for 5 minutes and then at room temperature for 30 minutes. After adding an aqueous solution of ammonium chloride (500 mg/40 ml), the reaction mixture was extracted three times with 20 ml of diethyl e... Starting materials: Cl (HCl), COCCSC=1C=C(C(=NC1)NC1=NC(=NS1)[C@@H]1OC2(OC1)CCCCC2)OC=2C(=NN(C2C)C)C ((S)-N-(5-(2-methoxyethylthio)-3-(1,3,5-trimethyl-1H-pyrazol-4-yloxy)pyridin-2-yl)-3-(1,4-dioxaspiro[4.5]decane-2-yl)-1,2,4-thiadiazol-5-amine), Cl (HCl). Run in C(C)O (ethanol). Conditions: temperature 80 celsius. Product: Cl.COCCSC=1C=C(C(=NC1)NC1=NC(=NS1)[C@@H](CO)O)OC=1C(=NN(C1C)C)C ((S)-1-(5-(5-(2-methoxyethylthio)-3-(1,3,5-trimethyl-1H-pyrazol-4-yloxy)pyridin-2-ylamino)-1,2,4-thiadiazol-3-yl)ethane-1,2-diol hydrochloride). Isolated yield 79.5%. Reaction SMILES: [CH3:1][O:2][CH2:3][CH2:4][S:5][C:6]1[CH:7]=[C:8]([O:28][C:29]2[C:30]([CH3:36])=[N:31][N:32]([CH3:35])[C:33]=2[CH3:34])[C:9]([NH:12][C:13]2[S:17][N:16]=[C:15]([C@H:18]3[CH2:22][O:21]C4(CCCCC4)[O:19]3)[N:14]=2)=[N:10][CH:11]=1.[ClH:37]>C(O)C>[ClH:37].[CH3:1][O:2][CH2:3][CH2:4][S:5][C:6]1[CH:7]=[C:8]([O:28][C:29]2[C:30]([CH3:36])=[N:31][N:32]([CH3:35])[C:33]=2[CH3:34])[C:9]([NH:12][C:13]2[S:17][N:16]=[C:15]([C@H:18]([OH:19])[CH2:22][OH:21])[N:14]=2)=[N:10][CH:11]=1 |f:3.4|. Procedure: A flask was charged with (S)-N-(5-(2-methoxyethylthio)-3-(1,3,5-trimethyl-1H-pyrazol-4-yloxy)pyridin-2-yl)-3-(1,4-dioxaspiro[4.5]decane-2-yl)-1,2,4-thiadiazol-5-amine (0.200 g, 0.375 mmol), 3M HCl (0.751 ml, 0.751 mmol), and ethanol (5 mL). The reaction was heated to 80° C. for 1 hour and then cooled to ambient temperature. The reaction was concentrated in vacuo and purified using reverse phase chromatography (5 to 95% acetonitrile in water) to afford (S)-1-(5-(5-(2-methoxyethylthio)-3-(1,3,5-tr...